Dataset: the Open Reaction Database (ORD), a public repository of structured organic reaction records. Task: describe an organic reaction: reactants, conditions, products, and yield The reactants are C1COCCOCCOCCOCCO1, CCCC[N+](CCCC)(CCCC)CCCC, CC(C)(C)CCCl, CS(C)=O, [I-], [O-]CCCN1CCCCC1, [Na+], O. The product is CC(C)(C)CCOCCCN1CCCCC1. As a reaction SMILES: [CH2:19]1[O:20][CH2:21][CH2:22][O:23][CH2:24][CH2:25][O:26][CH2:27][CH2:28][O:29][CH2:30][CH2:31][O:32][CH2:33]1.[CH2:36]([N+:37]([CH2:38][CH2:39][CH2:40][CH3:41])([CH2:42][CH2:43][CH2:44][CH3:45])[CH2:46][CH2:47][CH2:48][CH3:49])[CH2:50][CH2:51][CH3:52].[CH3:12][C:13]([CH2:14][CH2:15][Cl:16])([CH3:17])[CH3:18].[CH3:53][S:54](=[O:55])[CH3:56].[I-:35].[N:1]1([CH2:7][CH2:8][CH2:9][O-:10])[CH2:2][CH2:3][CH2:4][CH2:5][CH2:6]1.[Na+:11].[OH2:34]>>[N:1]1([CH2:7][CH2:8][CH2:9][O:10][CH2:15][CH2:14][C:13]([CH3:12])([CH3:17])[CH3:18])[CH2:2][CH2:3][CH2:4][CH2:5][CH2:6]1. Starting materials: CNC, CS(=O)(=O)c1ccc(CS(=O)(=O)Cl)cc1, CCOC(C)=O, [Cl-], ClCCl, [NH4+]. Product: CN(C)S(=O)(=O)Cc1ccc(S(C)(=O)=O)cc1. RXN SMILES: [CH3:16][NH:17][CH3:18].[CH3:1][S:2](=[O:3])(=[O:4])[c:5]1[cH:6][cH:7][c:8]([CH2:11][S:12](=[O:13])(=[O:14])[Cl:15])[cH:9][cH:10]1.[CH3:24][CH2:25][O:26][C:27](=[O:28])[CH3:29].[Cl-:22].[Cl:19][CH2:20][Cl:21].[NH4+:23]>>[CH3:1][S:2](=[O:3])(=[O:4])[c:5]1[cH:6][cH:7][c:8]([CH2:11][S:12](=[O:13])(=[O:14])[N:17]([CH3:16])[CH3:18])[cH:9][cH:10]1. The reactants are C1=C(C=CC2=CC(=CC=C12)C(=O)OC)C(=O)OC (dimethyl naphthalene-2,6-dicarboxylate). Reagents/catalysts: [Pd] (Pd—C). Solvent: CC(=O)O (AcOH). Conditions: temperature 80 celsius, time 6 hour. Yields the product C1C(CCC2=CC(=CC=C12)C(=O)OC)C(=O)OC ((±)-Dimethyl 1,2,3,4-tetrahydronaphthalene-2,6-dicarboxylate). Reaction SMILES: [CH:1]1[C:10]2[C:5](=[CH:6][C:7]([C:11]([O:13][CH3:14])=[O:12])=[CH:8][CH:9]=2)[CH:4]=[CH:3][C:2]=1[C:15]([O:17][CH3:18])=[O:16]>CC(O)=O.[Pd]>[CH2:6]1[C:5]2[C:10](=[CH:1][C:2]([C:15]([O:17][CH3:18])=[O:16])=[CH:3][CH:4]=2)[CH2:9][CH2:8][CH:7]1[C:11]([O:13][CH3:14])=[O:12]. Reported procedure: A mixture of dimethyl naphthalene-2,6-dicarboxylate (25.0 g, 102 mmol) and 5% Pd—C (5.0 g) in AcOH (75 mL) was shaken under an atmosphere of hydrogen (ca. 150 p.s.i.) at 80° C. for 6 h. The reaction mixture was cooled, purged with argon, and filtered through a pad of Celite, washing with AcOH. The filtrate was concentrated under reduced pressure to give the title compound. MS: m/z=249 (M+1). Starting materials: COC1=CC=C(CN2N=CC3=C2N=CC=2CC(CCC32)NS(=O)(=O)C3=CC=CC=C3)C=C1 (N-[3-(4-methoxy-benzyl)-6,7,8,9-tetrahydro-3H-pyrazolo[3,4-c]isoquinolin-7-yl]-benzenesulfonamide), FC(C(=O)O)(F)F (trifluoroacetic acid). The solvent is C1(=CC=CC=C1)C (toluene). Conditions: temperature 65 celsius. The product is C1=NNC=2N=CC=3CC(CCC3C21)NS(=O)(=O)C2=CC=CC=C2 (N-(6,7,8,9-tetrahydro-3H-pyrazolo[3,4-c]isoquinolin-7-yl)benzenesulfonamide). RXN SMILES: COC1C=CC(C[N:8]2[C:12]3[N:13]=[CH:14][C:15]4[CH2:16][CH:17]([NH:21][S:22]([C:25]5[CH:30]=[CH:29][CH:28]=[CH:27][CH:26]=5)(=[O:24])=[O:23])[CH2:18][CH2:19][C:20]=4[C:11]=3[CH:10]=[N:9]2)=CC=1.FC(F)(F)C(O)=O>C1(C)C=CC=CC=1>[CH:10]1[C:11]2[C:20]3[CH2:19][CH2:18][CH:17]([NH:21][S:22]([C:25]4[CH:30]=[CH:29][CH:28]=[CH:27][CH:26]=4)(=[O:23])=[O:24])[CH2:16][C:15]=3[CH:14]=[N:13][C:12]=2[NH:8][N:9]=1. Procedure: To N-[3-(4-methoxy-benzyl)-6,7,8,9-tetrahydro-3H-pyrazolo[3,4-c]isoquinolin-7-yl]-benzenesulfonamide (0.082 g, 0.18 mmol) was added trifluoroacetic acid (2 mL). The reaction mixture was heated at 65° C. for 5 h. On the completion of the reaction, toluene (5 mL) was added. The solvent was the removed under reduced pressure to give the crude product as a dark brown solid. The crude product was purified using reverse phase HPLC to give the desired product, N-(6,7,8,9-tetrahydro-3H-pyrazolo[3,4-c]is... Starting materials: OC1=CC2=C(CC(N(CC2)CCCCl)=O)C=C1OCC1=CC=CC=C1 (1-(7-hydroxy-8-benzyloxy-1,3,4,5-tetrahydro-2-H-3-benzazepin-2-on-3-yl)-3-chloro-propane), CNCCC1=CC(=C(C=C1)OC)OC (N-methyl-N-[2-(3,4-dimethoxy-phenyl)-ethyl]-amine). Product: OC1=CC2=C(CC(N(CC2)CCCN(CCC2=CC(=C(C=C2)OC)OC)C)=O)C=C1OCC1=CC=CC=C1 (1-[7-Hydroxy-8-benzyloxy-1,3,4,5-tetrahydro-2H-3-benzazepin-2-on-3-yl]-3-[N-methyl-N-(2-{3,4-dimethyoxyphenyl}-ethyl)-amino]-propane). As a reaction SMILES: [OH:1][C:2]1[C:17]([O:18][CH2:19][C:20]2[CH:25]=[CH:24][CH:23]=[CH:22][CH:21]=2)=[CH:16][C:5]2[CH2:6][C:7](=[O:15])[N:8]([CH2:11][CH2:12][CH2:13]Cl)[CH2:9][CH2:10][C:4]=2[CH:3]=1.[CH3:26][NH:27][CH2:28][CH2:29][C:30]1[CH:35]=[CH:34][C:33]([O:36][CH3:37])=[C:32]([O:38][CH3:39])[CH:31]=1>>[OH:1][C:2]1[C:17]([O:18][CH2:19][C:20]2[CH:25]=[CH:24][CH:23]=[CH:22][CH:21]=2)=[CH:16][C:5]2[CH2:6][C:7](=[O:15])[N:8]([CH2:11][CH2:12][CH2:13][N:27]([CH3:26])[CH2:28][CH2:29][C:30]3[CH:35]=[CH:34][C:33]([O:36][CH3:37])=[C:32]([O:38][CH3:39])[CH:31]=3)[CH2:9][CH2:10][C:4]=2[CH:3]=1. Procedure details: This compound was prepared analogous to Example 5(b) by reacting 1-(7-hydroxy-8-benzyloxy-1,3,4,5-tetrahydro-2-H-3-benzazepin-2-on-3-yl)-3-chloro-propane with N-methyl-N-[2-(3,4-dimethoxy-phenyl)-ethyl]-amine.